This data is from the Open Reaction Database (ORD), a public repository of structured organic reaction records. The task is: describe an organic reaction: reactants, conditions, products, and yield Product: NC1=CC=C(C=C1)C(=O)C1=CC=C(C=C1)Cl ((4-Aminophenyl)(4-chlorophenyl)methanone). Starting materials: ClC1=CC=C(C=C1)C(=O)C1=CC=C(C=C1)[N+](=O)[O-] ((4-chlorophenyl)(4-nitrophenyl)methanone), CN1C=NC=C1C(=O)C1=CC=C(C=C1)[N+](=O)[O-] ((1-Methyl-1H-imidazol-5-yl)(4-nitrophenyl)methanone), CN1C=NC=C1C(=O)C1=CC=C(C=C1)[N+](=O)[O-] ((1-Methyl-1H-imidazol-5-yl)(4-nitrophenyl)methanone), CN1C=NC=C1C(=O)C1=CC=C(C=C1)[N+](=O)[O-] ((1-Methyl-1H-imidazol-5-yl)(4-nitrophenyl)methanone), Intermediate 16, CN1C=NC=C1C(=O)C1=CC=C(C=C1)[N+](=O)[O-] ((1-Methyl-1H-imidazol-5-yl)(4-nitrophenyl)methanone). Reported procedure: The title compound was prepared by using (4-chlorophenyl)(4-nitrophenyl)methanone (Intermediate 16: step a) in place of (1-methyl-1H-imidazol-5-yl)(4-nitrophenyl)methanone (Intermediate 15: step b) then following the procedure described for the preparation of (4-aminophenyl)(1-methyl-1H-imidazol-5-yl)methanone (Intermediate 15: step c). RXN SMILES: [Cl:1][C:2]1[CH:7]=[CH:6][C:5]([C:8]([C:10]2[CH:15]=[CH:14][C:13]([N+:16]([O-])=O)=[CH:12][CH:11]=2)=[O:9])=[CH:4][CH:3]=1.CN1C(C(C2C=CC([N+]([O-])=O)=CC=2)=O)=CN=C1>>[NH2:16][C:13]1[CH:14]=[CH:15][C:10]([C:8]([C:5]2[CH:6]=[CH:7][C:2]([Cl:1])=[CH:3][CH:4]=2)=[O:9])=[CH:11][CH:12]=1. Reactants: CC1=CC2=C(C(C3=C(CC2)C=C(C=C3)C)=O)C=C1 (10,11-dihydro-2,8-dimethyl-5H-dibenzo[a,d]cyclohepten-5-one), BrN1C(CCC1=O)=O (N-bromosuccinimide), halogen. The solvent is C(C)(=O)OCC (ethyl acetate). Conditions: temperature 80 celsius. Product: CC1=CC2=C(C(C3=C(C=C2)C=C(C=C3)C)=O)C=C1 (2,8-Dimethyl-5H-dibenzo[a,d]cyclohepten-5-one). Reaction SMILES: [CH3:1][C:2]1[CH:18]=[CH:17][C:5]2[C:6](=[O:16])[C:7]3[CH:14]=[CH:13][C:12]([CH3:15])=[CH:11][C:8]=3[CH2:9][CH2:10][C:4]=2[CH:3]=1.BrN1C(=O)CCC1=O>C(OCC)(=O)C>[CH3:1][C:2]1[CH:18]=[CH:17][C:5]2[C:6](=[O:16])[C:7]3[CH:14]=[CH:13][C:12]([CH3:15])=[CH:11][C:8]=3[CH:9]=[CH:10][C:4]=2[CH:3]=1. Reported procedure: 10,11-Dihydro-2,8-dimethyl-5H-dibenzo[a,d]cyclohepten-5-one (European Patent, 1993, 0 25 589 322 A1) (6 g) and N-bromosuccinimide (5 g) in ethyl acetate (100 ml) was irradiated with a 500 W halogen lamp. After 5 hours the reaction mixture was cooled and quenched with brine. The organic layer was collected, dried (MgSO4) and evaporated under reduced pressure. The residue was dissolved in dry dimethylformamide, treated with 1,5-diazabicyclo[4.3.0]non-5-ene (3.5 ml) and heated at 80° C. for 0.25 ho... The reactants are CO (methanol), C1(CC1)C1=CC(=NC=C1)NC1=CC(=CC(=N1)C1=CN=C(S1)C(CC)(O)[C@@H]1CC[C@H](CC1)C(=O)OC)C (methyl trans-4-[1-(5-{6-[(4-cyclopropylpyridin-2-yl)amino]-4-methylpyridin-2-yl}-1,3-thiazol-2-yl)-1-hydroxypropyl]-cyclohexanecarboxylate), [OH-].[K+] (potassium hydroxide), Cl (hydrochloric acid). The solvent is O (water), O (water), C(C)(C)O (isopropanol), C(Cl)(Cl)Cl (Chloroform). Reaction conditions: temperature 80 celsius, time 1 hour. Yields the product C1(CC1)C1=CC(=NC=C1)NC1=CC(=CC(=N1)C1=CN=C(S1)C(CC)(O)[C@@H]1CC[C@H](CC1)C(=O)O)C (trans-4-[1-(5-{6-[(4-cyclopropylpyridin-2-yl)amino]-4-methylpyridin-2-yl}-1,3-thiazol-2-yl)-1-hydroxypropyl]cyclohexanecarboxylic acid). Reaction SMILES: [CH:1]1([C:4]2[CH:9]=[CH:8][N:7]=[C:6]([NH:10][C:11]3[N:16]=[C:15]([C:17]4[S:21][C:20]([C:22]([C@H:26]5[CH2:31][CH2:30][C@H:29]([C:32]([O:34]C)=[O:33])[CH2:28][CH2:27]5)([OH:25])[CH2:23][CH3:24])=[N:19][CH:18]=4)[CH:14]=[C:13]([CH3:36])[CH:12]=3)[CH:5]=2)[CH2:3][CH2:2]1.[OH-].[K+].CO.Cl>O.C(O)(C)C.C(Cl)(Cl)Cl>[CH:1]1([C:4]2[CH:9]=[CH:8][N:7]=[C:6]([NH:10][C:11]3[N:16]=[C:15]([C:17]4[S:21][C:20]([C:22]([C@H:26]5[CH2:27][CH2:28][C@H:29]([C:32]([OH:34])=[O:33])[CH2:30][CH2:31]5)([OH:25])[CH2:23][CH3:24])=[N:19][CH:18]=4)[CH:14]=[C:13]([CH3:36])[CH:12]=3)[CH:5]=2)[CH2:2][CH2:3]1 |f:1.2|. Procedure: To a flask containing methyl trans-4-[1-(5-{6-[(4-cyclopropylpyridin-2-yl)amino]-4-methylpyridin-2-yl}-1,3-thiazol-2-yl)-1-hydroxypropyl]-cyclohexanecarboxylate (198 mg, 0.391 mmol) and potassium hydroxide (88 mg, 1.563 mmol) was added methanol (1 mL) and water (1 mL). The reaction vessel was sealed and heated to 80° C. for a period of 14 hours. After cooling the reaction, aqueous hydrochloric acid (1.0 M, 1.56 mL, 1.56 mmol) was added. The cloudy solution was diluted with additional water (10 m... The reactants are S(O)(O)(=O)=O (Sulfuric acid), FC(C=1C=C(C=C(C1)C(F)(F)F)[C@@H](C)N(C(=O)N1[C@H](C[C@@H](CC1)N1CCN(CC1)C(C)=O)C1=C(C=C(C=C1)F)C)C)(F)F (4-(R)-(4-Acetyl-piperazin-1-yl)-2-(R)-(4-fluoro-2-methyl-phenyl)-piperidine-1-carboxylic acid, [1-(R)-(3,5-bis-trifluoromethyl-phenyl)-ethyl]-methylamide). Run in C1CCOC1 (THF). Reaction conditions: temperature 23 celsius, time 15 hour. The product is S(=O)(=O)(O)O.FC(C=1C=C(C=C(C1)C(F)(F)F)[C@@H](C)N(C(=O)N1[C@H](C[C@H](CC1)N1CCN(CC1)C(C)=O)C1=C(C=C(C=C1)F)C)C)(F)F (4-(S)-(4-Acetyl-piperazin-1-yl)-2-(R)-(4-fluoro-2-methyl-phenyl)-piperidine-1-carboxylic acid, [1-(R)-(3,5-bis-trifluoromethyl-phenyl)-ethyl]-methylamide sulfate). Reaction SMILES: [S:1](=[O:5])(=[O:4])([OH:3])[OH:2].[F:6][C:7]([F:48])([F:47])[C:8]1[CH:9]=[C:10]([C@H:18]([N:20]([CH3:46])[C:21]([N:23]2[CH2:28][CH2:27][C@@H:26]([N:29]3[CH2:34][CH2:33][N:32]([C:35](=[O:37])[CH3:36])[CH2:31][CH2:30]3)[CH2:25][C@@H:24]2[C:38]2[CH:43]=[CH:42][C:41]([F:44])=[CH:40][C:39]=2[CH3:45])=[O:22])[CH3:19])[CH:11]=[C:12]([C:14]([F:17])([F:16])[F:15])[CH:13]=1>C1COCC1>[S:1]([OH:5])([OH:4])(=[O:3])=[O:2].[F:17][C:14]([F:15])([F:16])[C:12]1[CH:11]=[C:10]([C@H:18]([N:20]([CH3:46])[C:21]([N:23]2[CH2:28][CH2:27][C@H:26]([N:29]3[CH2:30][CH2:31][N:32]([C:35](=[O:37])[CH3:36])[CH2:33][CH2:34]3)[CH2:25][C@@H:24]2[C:38]2[CH:43]=[CH:42][C:41]([F:44])=[CH:40][C:39]=2[CH3:45])=[O:22])[CH3:19])[CH:9]=[C:8]([C:7]([F:47])([F:6])[F:48])[CH:13]=1 |f:3.4|. Reported procedure: Sulfuric acid 96% was added (0.06 mL) to a solution of example 1 b (0.65 g) in THF (6.5 mL) at 23° C. under a nitrogen atmosphere. The suspension was stirred at 23° C. for 15 hours, then cooled to 4° C., stirred for 4 hours and allowed to warm to r.t. The solid was filtered off and dried at 23° C. for 18 hours to give the title compound (0.681 g).